This data is from the Open Reaction Database (ORD), a public repository of structured organic reaction records. The task is: describe an organic reaction: reactants, conditions, products, and yield The reactants are C1(=CC=CC=C1)[Al](C1=CC=CC=C1)C1=CC=CC=C1 (triphenylaluminum), CN (methylamine). The solvent is C1(=CC=CC=C1)C (toluene). The product is C1(=CC=CC=C1)[Al](C1=CC=CC=C1)C1=CC=CC=C1.CN (methylamine triphenylaluminum). Reaction SMILES: [C:1]1([Al:7]([C:14]2[CH:19]=[CH:18][CH:17]=[CH:16][CH:15]=2)[C:8]2[CH:13]=[CH:12][CH:11]=[CH:10][CH:9]=2)[CH:6]=[CH:5][CH:4]=[CH:3][CH:2]=1.[CH3:20][NH2:21]>C1(C)C=CC=CC=1>[C:14]1([Al:7]([C:1]2[CH:2]=[CH:3][CH:4]=[CH:5][CH:6]=2)[C:8]2[CH:13]=[CH:12][CH:11]=[CH:10][CH:9]=2)[CH:15]=[CH:16][CH:17]=[CH:18][CH:19]=1.[CH3:20][NH2:21] |f:3.4|. Reported procedure: Laubengayer et al., Inorg. Chem., 1, pages 632 to 637 (1962), disclose the reaction of triphenylaluminum and methylamine in toluene solution to form methylamine triphenylaluminum, then methylaminodiphenylaluminum, and then methyliminophenylaluminum. Triphenylaluminum and dimethylamine form dimethylamine triphenylaluminum which is heated to form dimethylaminodiphenylaluminum. Starting materials: BrC=1C=C2C=CN=C(C2=CC1)O (6-Bromo-1-hydroxyisoquinoline), C(C1=CC=CC=C1)Br (benzyl bromide), [OH-].[Na+] (NaOH). The reagents and catalysts are [Br-].C(CCC)[N+](CCCC)(CCCC)CCCC (tetrabutylammonium bromide). Solvent: C1(=CC=CC=C1)C (toluene), CC(C)(C)OC (MTBE). Run at temperature 90 celsius, time 80 minute. The product is C(C1=CC=CC=C1)N1C(C2=CC=C(C=C2C=C1)Br)=O (2-benzyl-6-bromo-isoquinolin-1-one). Isolated yield 100.0%. As a reaction SMILES: [Br:1][C:2]1[CH:3]=[C:4]2[C:9](=[CH:10][CH:11]=1)[C:8]([OH:12])=[N:7][CH:6]=[CH:5]2.[CH2:13](Br)[C:14]1[CH:19]=[CH:18][CH:17]=[CH:16][CH:15]=1.[OH-].[Na+]>[Br-].C([N+](CCCC)(CCCC)CCCC)CCC.C1(C)C=CC=CC=1.CC(OC)(C)C>[CH2:13]([N:7]1[CH:6]=[CH:5][C:4]2[C:9](=[CH:10][CH:11]=[C:2]([Br:1])[CH:3]=2)[C:8]1=[O:12])[C:14]1[CH:19]=[CH:18][CH:17]=[CH:16][CH:15]=1 |f:2.3,4.5|. Procedure: 6-Bromo-1-hydroxyisoquinoline (150 mg, 0.67 mmol, 1.0 equiv), tetrabutylammonium bromide (25 mg, 0.07 mmol, 0.1 equiv), and benzyl bromide (95 uL, 0.8 mmol, 1.2 equiv) were combined in toluene (7 mL), and treated with 50% aq. NaOH (2 mL) after which point the resulting mixture was stirred rapidly at 90° C. After 80 min, the mixture was diluted with MTBE and washed with water and brine. The organic phase was dried over Na2SO4. Addition of silica gel, concentration, and purification of the residue... Starting materials: ClC=1C=C(CN2C(C=3C(=C(N=C(C3CC2)C(=O)N(C)C)O)O)=O)C=CC1F (6-(3-chloro-4-fluorobenzyl)-3,4-dihydroxy-N,N-dimethyl-5-oxo-5,6,7,8-tetrahydro-2,6-naphthyridine-1-carboxamide), C[O-].[Mg+2].C[O-] (magnesium methoxide), BrCCCCCl (1-bromo-4-chlorobutane). The solvent is CO (methanol), CS(=O)C (DMSO), CS(=O)C (DMSO), C(C)(=O)OCC (ethyl acetate). Conditions: temperature 60 celsius, time 1 hour. Yields the product ClCCCCN1C(=C2CCN(C(C2=C(C1=O)O)=O)CC1=CC(=C(C=C1)F)Cl)C(=O)OC (Methyl 2-(4-chlorobutyl)-6-(3-chloro-4-fluorobenzyl)-4-hydroxy-3,5-dioxo-2,3,5,6,7,8-hexahydro-2,6-naphthyridine-1-carboxylate). RXN SMILES: [Cl:1][C:2]1[CH:3]=[C:4]([CH:24]=[CH:25][C:26]=1[F:27])[CH2:5][N:6]1[CH2:15][CH2:14][C:13]2[C:12]([C:16](N(C)C)=[O:17])=[N:11][C:10]([OH:21])=[C:9]([OH:22])[C:8]=2[C:7]1=[O:23].[CH3:28][O-:29].[Mg+2].C[O-].Br[CH2:34][CH2:35][CH2:36][CH2:37][Cl:38]>CO.CS(C)=O.C(OCC)(=O)C>[Cl:38][CH2:37][CH2:36][CH2:35][CH2:34][N:11]1[C:10](=[O:21])[C:9]([OH:22])=[C:8]2[C:13]([CH2:14][CH2:15][N:6]([CH2:5][C:4]3[CH:24]=[CH:25][C:26]([F:27])=[C:2]([Cl:1])[CH:3]=3)[C:7]2=[O:23])=[C:12]1[C:16]([O:29][CH3:28])=[O:17] |f:1.2.3|. Procedure details: A mixture of 6-(3-chloro-4-fluorobenzyl)-3,4-dihydroxy-N,N-dimethyl-5-oxo-5,6,7,8-tetrahydro-2,6-naphthyridine-1-carboxamide (0.80 g, 2.19 mmol) and magnesium methoxide in methanol (10.6 mL, 6-10% methanol solution available from Aldrich) in DMSO (22 mL) was heated at 60° C. for one hour. Methanol was exhaustively removed under vacuum over 45 minutes. The resulting DMSO solution was treated with 1-bromo-4-chlorobutane (1.80 g, 10.50 mmol) and stirred at 60° C. under an atmosphere of nitrogen for...